From a dataset of the Open Reaction Database (ORD), a public repository of structured organic reaction records. describe an organic reaction: reactants, conditions, products, and yield Starting materials: C(C1=CC=CC=C1)(=O)OC1CC(C(C1)C1=NN=C2N1C1=C(N=C2)N(C=C1)S(=O)(=O)C1=CC=C(C)C=C1)CC (3-ethyl-4-(6-tosyl-6H-pyrrolo[2,3-e][1,2,4]triazolo[4,3-a]pyrazin-1-yl)cyclopentyl benzoate), [C-]#N.[K+] (potassium cyanide). Run in CO (MeOH), CO (MeOH). Reaction conditions: time 16 hour. Yields the product C(C1=CC=CC=C1)(=O)OC1CC(C(C1)C1=NN=C2N1C1=C(N=C2)NC=C1)CC (3-ethyl-4-(6H-pyrrolo[2,3-e][1,2,4]triazolo[4,3-a]pyrazin-1-yl)cyclopentyl benzoate). Reaction SMILES: [C:1]([O:9][CH:10]1[CH2:14][CH:13]([C:15]2[N:19]3[C:20]4[CH:26]=[CH:25][N:24](S(C5C=CC(C)=CC=5)(=O)=O)[C:21]=4[N:22]=[CH:23][C:18]3=[N:17][N:16]=2)[CH:12]([CH2:37][CH3:38])[CH2:11]1)(=[O:8])[C:2]1[CH:7]=[CH:6][CH:5]=[CH:4][CH:3]=1.[C-]#N.[K+]>CO>[C:1]([O:9][CH:10]1[CH2:14][CH:13]([C:15]2[N:19]3[C:20]4[CH:26]=[CH:25][NH:24][C:21]=4[N:22]=[CH:23][C:18]3=[N:17][N:16]=2)[CH:12]([CH2:37][CH3:38])[CH2:11]1)(=[O:8])[C:2]1[CH:3]=[CH:4][CH:5]=[CH:6][CH:7]=1 |f:1.2|. Procedure details: To a mixture of 3-ethyl-4-(6-tosyl-6H-pyrrolo[2,3-e][1,2,4]triazolo[4,3-a]pyrazin-1-yl)cyclopentyl benzoate (5.00 g, 7.84 mmol, prepared from Example #4 Step J using II with benzoic acid, and B) in MeOH (16 mL) was added a solution of potassium cyanide (0.74 mL, 17.2 mmol) in MeOH (16 mL). The reaction was stirred at ambient temperature for about 16 h. The reaction mixture was concd under reduced pressure to afford a residue. The residue was partitioned between water (20 mL) and DCM (20 mL). The... The reactants are Cl.CC1=CNC=2N=CN=C(C21)N2CCC(CC2)N (1-(5-methyl-7H-pyrrolo[2,3-d]pyrimidin-4-yl)-4-piperidinamine hydrochloride), CCN(C(C)C)C(C)C (DIPEA), CC1=C(C(=O)Cl)C=CC=C1 (2-methylbenzoyl chloride). Run in C(Cl)Cl (DCM). Reaction conditions: time 18 hour. Product: CC1=C(C(=O)NC2CCN(CC2)C=2C3=C(N=CN2)NC=C3C)C=CC=C1 (2-Methyl-N-[1-(5-methyl-7H-pyrrolo[2,3-d]pyrimidin-4-yl)-4-piperidinyl]benzamide). Reaction SMILES: Cl.[CH3:2][C:3]1[C:11]2[C:10]([N:12]3[CH2:17][CH2:16][CH:15]([NH2:18])[CH2:14][CH2:13]3)=[N:9][CH:8]=[N:7][C:6]=2[NH:5][CH:4]=1.CCN(C(C)C)C(C)C.[CH3:28][C:29]1[CH:37]=[CH:36][CH:35]=[CH:34][C:30]=1[C:31](Cl)=[O:32]>C(Cl)Cl>[CH3:28][C:29]1[CH:37]=[CH:36][CH:35]=[CH:34][C:30]=1[C:31]([NH:18][CH:15]1[CH2:16][CH2:17][N:12]([C:10]2[C:11]3[C:3]([CH3:2])=[CH:4][NH:5][C:6]=3[N:7]=[CH:8][N:9]=2)[CH2:13][CH2:14]1)=[O:32] |f:0.1|. Procedure: To a mixture of 1-(5-methyl-7H-pyrrolo[2,3-d]pyrimidin-4-yl)-4-piperidinamine hydrochloride D11 (70 mg) and DIPEA (0.11 mL, 0.605 mmol) in DCM (1 mL) was added 2-methylbenzoyl chloride (70.2 mg, 0.454 mmol) and the reaction stirred at room temperature for 18 hours. The solvent was removed in vacuo and the mixture purified by MDAP to give the title compound E26 (25 mg) as a pale pink solid, 1H NMR (d6-DMSO) 11.55 (1H, brs), 8.26 (1H, d), 8.21 (1H, s), 7.30 (2H, m), 7.25 (2H, m), 7.06 (1H, s), 4.0... The reactants are BrC(C=O)C1=C(C=CC=C1Cl)Cl (α-bromo-2,6-dichlorophenyl-acetaldehyde), COC1=C(C=CC=C1)C1NC(NC(=C1C(=O)OCC)C)=S (ethyl (RS)-4-(2-methoxyphenyl)-6-methyl-2-thioxo-1,2,3,4-tetrahydro-pyrimidine-5-carboxylate). The solvent is O1CCCC1 (tetrahydrofuran). Run at time 17 hour. Product: ClC1=C(C(=CC=C1)Cl)C1=CN2C(=NC(=C(C2C2=C(C=CC=C2)OC)C(=O)OCC)C)S1 (ethyl (RS)-2-(2,6-dichlorophenyl)-5-(2-methoxyphenyl)-7-methyl-5H-thiazolo[3,2-a]pyrimidine-6-carboxylate). Isolated yield 56.3%. Reaction SMILES: Br[CH:2]([C:5]1[C:10]([Cl:11])=[CH:9][CH:8]=[CH:7][C:6]=1[Cl:12])[CH:3]=O.[CH3:13][O:14][C:15]1[CH:20]=[CH:19][CH:18]=[CH:17][C:16]=1[CH:21]1[C:26]([C:27]([O:29][CH2:30][CH3:31])=[O:28])=[C:25]([CH3:32])[NH:24][C:23](=[S:33])[NH:22]1>O1CCCC1>[Cl:12][C:6]1[CH:7]=[CH:8][CH:9]=[C:10]([Cl:11])[C:5]=1[C:2]1[S:33][C:23]2=[N:24][C:25]([CH3:32])=[C:26]([C:27]([O:29][CH2:30][CH3:31])=[O:28])[CH:21]([C:16]3[CH:17]=[CH:18][CH:19]=[CH:20][C:15]=3[O:14][CH3:13])[N:22]2[CH:3]=1. Procedure details: A mixture of 2.0 g (7.5 mmol) of α-bromo-2,6-dichlorophenyl-acetaldehyde and 2.08 g (6.8 mmol) of ethyl (RS)-4-(2-methoxyphenyl)-6-methyl-2-thioxo-1,2,3,4-tetrahydro-pyrimidine-5-carboxylate in 40 ml of tetrahydrofuran was stirred at RT for 17 h. Subsequently, the mixture was cooled to 0° C. and the precipitated solid was filtered off, dissolved in 75 ml of conc. acetic acid and heated at reflux while stirring for 24 h. The reaction mixture was concentrated and the residue was purified by column... Starting materials: C(C(=C)C)(=O)OC1CCCCC1 (Cyclohexyl methacrylate), CC(COC(=O)C(=C)C)O (HPMA), C(C(=C)C)(=O)OCCCC (butyl methacrylate), C(C(=C)C)(=O)OCC(C)C (isobutyl methacrylate). Product: CC(=C)C(=O)OC1C[C@H]2CC[C@@]1(C2(C)C)C.CC(COC(=O)C(=C)C)O (IBMA HPMA). Reaction SMILES: [C:1]([O:6][CH:7]1[CH2:12][CH2:11][CH2:10][CH2:9][CH2:8]1)(=[O:5])[C:2]([CH3:4])=[CH2:3].[C:13](OCCCC)(=O)[C:14](C)=[CH2:15].[C:23](OCC(C)C)(=O)C(C)=C.[CH3:33][CH:34]([OH:42])[CH2:35][O:36][C:37]([C:39]([CH3:41])=[CH2:40])=[O:38]>>[CH3:3][C:2]([C:1]([O:6][CH:7]1[C@@:12]2([CH3:23])[C:14]([CH3:15])([CH3:13])[C@H:9]([CH2:10][CH2:11]2)[CH2:8]1)=[O:5])=[CH2:4].[CH3:33][CH:34]([OH:42])[CH2:35][O:36][C:37]([C:39]([CH3:41])=[CH2:40])=[O:38] |f:4.5|. Procedure details: Cyclohexyl methacrylate (CHMA), butyl methacrylate (BMA), isobutyl methacrylate (IBMA) and HPMA were copolymerized using a CPO initiator according to the following: